Task: describe an organic reaction: reactants, conditions, products, and yield. Dataset: the Open Reaction Database (ORD), a public repository of structured organic reaction records Reactants: BrCc1ccccc1, O=C([O-])[O-], CCCCCCCCCCCCCCCCCCOc1cc(O)cc(C(=O)OC)c1, [K+], [K+], CN(C)C=O. Product: CCCCCCCCCCCCCCCCCCOc1cc(OCc2ccccc2)cc(C(=O)OC)c1. Reaction SMILES: [Br:31][CH2:32][c:33]1[cH:34][cH:35][cH:36][cH:37][cH:38]1.[C:39](=[O:40])([O-:41])[O-:42].[CH3:1][O:2][C:3]([c:4]1[cH:5][c:6]([OH:29])[cH:7][c:8]([O:10][CH2:11][CH2:12][CH2:13][CH2:14][CH2:15][CH2:16][CH2:17][CH2:18][CH2:19][CH2:20][CH2:21][CH2:22][CH2:23][CH2:24][CH2:25][CH2:26][CH2:27][CH3:28])[cH:9]1)=[O:30].[K+:43].[K+:44].[O:45]=[CH:46][N:47]([CH3:48])[CH3:49]>>[CH3:1][O:2][C:3]([c:4]1[cH:5][c:6]([O:29][CH2:32][c:33]2[cH:34][cH:35][cH:36][cH:37][cH:38]2)[cH:7][c:8]([O:10][CH2:11][CH2:12][CH2:13][CH2:14][CH2:15][CH2:16][CH2:17][CH2:18][CH2:19][CH2:20][CH2:21][CH2:22][CH2:23][CH2:24][CH2:25][CH2:26][CH2:27][CH3:28])[cH:9]1)=[O:30]. The reactants are [Na+].[Cl-] (NaCl), N(=O)[O-].[Na+] (Sodium nitrite), [CH]Cl (cHCl), CC1=NNC(=C1C#CC1=CC=CC=C1)N (3-methyl-4-(phenylethynyl)-1H-pyrazol-5-amine). The solvent is C(Cl)Cl (CH2Cl2), C(Cl)Cl (CH2Cl2). Reaction conditions: temperature 50 celsius, time 15 minute. The product is ClC1=C2C(=NN=C1C1=CC=CC=C1)NN=C2C (4-chloro-3-methyl-5-phenyl-1H-pyrazolo[3,4-c]pyridazine). Isolated yield 45.9%. Reaction SMILES: [N:1]([O-])=O.[Na+].[CH]Cl.[CH3:7][C:8]1[C:12]([C:13]#[C:14][C:15]2[CH:20]=[CH:19][CH:18]=[CH:17][CH:16]=2)=[C:11]([NH2:21])[NH:10][N:9]=1.[Na+].[Cl-:23]>C(Cl)Cl>[Cl:23][C:13]1[C:14]([C:15]2[CH:20]=[CH:19][CH:18]=[CH:17][CH:16]=2)=[N:1][N:21]=[C:11]2[NH:10][N:9]=[C:8]([CH3:7])[C:12]=12 |f:0.1,4.5,^3:4|. Reported procedure: Sodium nitrite (2.3 g, 33.8 mmol) was added portionwise to cHCl (33 mL) at −15° C. and stirred for 15 min. 3-methyl-4-(phenylethynyl)-1H-pyrazol-5-amine (3.3 g, 16.9 mmol) was added as a solid, followed by the addition of CH2Cl2 (5 mL). The reaction mixture was allowed to warm up and stirred at room temperature for 1 h. The reaction mixture was diluted with CH2Cl2 (28 mL) and NaCl (1.0 g) was added. The reaction mixture was heated to 50° C. for 16 h, then cooled to room temperature and partition...